From a dataset of the Open Reaction Database (ORD), a public repository of structured organic reaction records. describe an organic reaction: reactants, conditions, products, and yield The reactants are CCOC(=O)CCCCCCCBr, Cc1c(-n2ccnc2)[nH]c2ccccc12, CN(C)C=O, [H-], [Na+], O. The product is CCOC(=O)CCCCCCCn1c(-n2ccnc2)c(C)c2ccccc21. RXN SMILES: [Br:18][CH2:19][CH2:20][CH2:21][CH2:22][CH2:23][CH2:24][CH2:25][C:26](=[O:27])[O:28][CH2:29][CH3:30].[CH3:1][c:2]1[c:3](-[n:11]2[cH:12][n:13][cH:14][cH:15]2)[nH:4][c:5]2[cH:6][cH:7][cH:8][cH:9][c:10]12.[CH3:31][N:32]([CH3:33])[CH:34]=[O:35].[H-:16].[Na+:17].[OH2:36]>>[CH3:1][c:2]1[c:3](-[n:11]2[cH:12][n:13][cH:14][cH:15]2)[n:4]([CH2:19][CH2:20][CH2:21][CH2:22][CH2:23][CH2:24][CH2:25][C:26](=[O:27])[O:28][CH2:29][CH3:30])[c:5]2[cH:6][cH:7][cH:8][cH:9][c:10]12. Starting materials: NC(CO)(CO)C (2-amino-2-methyl-1,3-propanediol), C(CCCCCCC\C=C/CCCCCCCC)(=O)O (oleic acid), O.C1(=CC=C(C=C1)S(=O)(=O)O)C (p-toluenesulfonic acid monohydrate). Run in C1(=CC=CC=C1)C (toluene). Product: C(CCCCCCC\C=C/CCCCCCCC)(=O)OCC(COC(CCCCCCC\C=C/CCCCCCCC)=O)(C)N (2-amino-2-methyl-1,3-propanediol dioleate). Reaction SMILES: [NH2:1][C:2]([CH3:7])([CH2:5][OH:6])[CH2:3][OH:4].[C:8]([OH:27])(=O)[CH2:9][CH2:10][CH2:11][CH2:12][CH2:13][CH2:14][CH2:15]/[CH:16]=[CH:17]\[CH2:18][CH2:19][CH2:20][CH2:21][CH2:22][CH2:23][CH2:24][CH3:25].[OH2:28].[C:29]1([CH3:39])[CH:34]=[CH:33][C:32](S(O)(=O)=O)=[CH:31][CH:30]=1>C1(C)C=CC=CC=1>[C:18]([O:4][CH2:3][C:2]([NH2:1])([CH3:7])[CH2:5][O:6][C:8](=[O:27])[CH2:9][CH2:10][CH2:11][CH2:12][CH2:13][CH2:14][CH2:15]/[CH:16]=[CH:17]\[CH2:18][CH2:19][CH2:20][CH2:21][CH2:22][CH2:23][CH2:24][CH3:25])(=[O:28])[CH2:17][CH2:16][CH2:15][CH2:14][CH2:13][CH2:12][CH2:11]/[CH:10]=[CH:9]\[CH2:8][CH2:30][CH2:31][CH2:32][CH2:33][CH2:34][CH2:29][CH3:39] |f:2.3|. Reported procedure: A mixture of 2-amino-2-methyl-1,3-propanediol (5.26 g), oleic acid (33.4 mL) and p-toluenesulfonic acid monohydrate (11.0 g) in toluene (75 mL) was refluxed under nitrogen. Water was separated from the distillate in a Barrett distilling receiver. When the theoretical amount of water (3.3 g) was collected, the heating was stopped and the toluene removed in vacuo on a rotary evaporator. The product was a thick yellow oil. The reactants are C(C)(=O)O[BH-](OC(C)=O)OC(C)=O.[Na+] (sodium triacetoxyborohydride), C=O (formaldehyde), C(C)(=O)O[BH-](OC(C)=O)OC(C)=O.[Na+] (sodium triacetoxyborohydride), C=O (formaldehyde), solution, C(C)(=O)O[BH-](OC(C)=O)OC(C)=O.[Na+] (sodium triacetoxyborohydride), C(C)(=O)C=1C=C(C(=NC1)OCCCC)C=1NC(C=2C(N1)=C(N(N2)C2CCNCC2)CC)=O (5-(5-Acetyl-2-butoxy-3-pyridinyl)-3-ethyl-2-(4-piperidinyl)-2,6-dihydro-7H-pyrazolo[4,3-d]pyrimidin-7-one), C=O (formaldehyde). The solvent is ClCCl (dichloromethane), ClCCl (dichloromethane). Reaction conditions: time 14 hour. Product: C(C)(=O)C=1C=C(C(=NC1)OCCCC)C=1NC(C=2C(N1)=C(N(N2)C2CCN(CC2)C)CC)=O (5-(5-Acetyl-2-butoxy-3-pyridinyl)-3-ethyl-2-(1-methyl-4-piperidinyl)-2,6-dihydro-7H-pyrazolo[4,3-d]pyrimidin-7-one). Yield: 39.4%. As a reaction SMILES: [C:1]([C:4]1[CH:5]=[C:6]([C:15]2[NH:16][C:17](=[O:32])[C:18]3[C:19](=[C:21]([CH2:30][CH3:31])[N:22]([CH:24]4[CH2:29][CH2:28][NH:27][CH2:26][CH2:25]4)[N:23]=3)[N:20]=2)[C:7]([O:10][CH2:11][CH2:12][CH2:13][CH3:14])=[N:8][CH:9]=1)(=[O:3])[CH3:2].C=O.[C:35](O[BH-](OC(=O)C)OC(=O)C)(=O)C.[Na+]>ClCCl>[C:1]([C:4]1[CH:5]=[C:6]([C:15]2[NH:16][C:17](=[O:32])[C:18]3[C:19](=[C:21]([CH2:30][CH3:31])[N:22]([CH:24]4[CH2:29][CH2:28][N:27]([CH3:35])[CH2:26][CH2:25]4)[N:23]=3)[N:20]=2)[C:7]([O:10][CH2:11][CH2:12][CH2:13][CH3:14])=[N:8][CH:9]=1)(=[O:3])[CH3:2] |f:2.3|. Reported procedure: 5-(5-Acetyl-2-butoxy-3-pyridinyl)-3-ethyl-2-(4-piperidinyl)-2,6-dihydro-7H-pyrazolo[4,3-d]pyrimidin-7-one (Example 49) (100 mg, 0.23 mmol) was dissolved in dichloromethane (10 mL) and formaldehyde (27 mg, 0.01 mL of a 37-41% solution) was added. After 30 min stirring sodium triacetoxyborohydride (108 mg, 0.51 mmol) was added and stirring continued for 14 h. Further formaldehyde (0.01 mL of 37-41% solution) and sodium triacetoxyborohydride (108 mg, 0.51 mmol) were added and stirring continued for... Starting materials: CC1=CC=C(S1)CCNC(C)=O (N-[2-(5-Methyl-thiophen-2-yl)-ethyl]-acetamide), O=P12OP3(=O)OP(=O)(O1)OP(=O)(O2)O3 (phosphorus pentoxide). The product is CC1=CC=2C(=NCCC2S1)C (2,4-Dimethyl-6,7-dihydro-thieno[3,2-c]pyridine). RXN SMILES: [CH3:1][C:2]1[S:6][C:5]([CH2:7][CH2:8][NH:9][C:10](=O)[CH3:11])=[CH:4][CH:3]=1.O=P12OP3(OP(OP(O3)(O1)=O)(=O)O2)=O>>[CH3:1][C:2]1[S:6][C:5]2[CH2:7][CH2:8][N:9]=[C:10]([CH3:11])[C:4]=2[CH:3]=1. Procedure details: In close analogy to the procedure described above, N-[2-(5-Methyl-thiophen-2-yl)-ethyl]-acetamide is reacted with phosphorus pentoxide to provide the title compound. Starting materials: C(C)(C)(C)OC(NN1C=CC=C1)=O (Pyrrol-1-yl-carbamic acid tert-butyl ester), C1=CC=C2C(=C1)C(=O)C(C2=O)(O)O (ninhydrin), C(C)#N (acetonitrile), ClS(=O)(=O)N=C=O (Chlorosulfonyl isocyanate). Solvent: CCOC(=O)C (EtOAc), CN(C=O)C (N,N-dimethylformamide), C(C)(=O)OCC.CCCCCC (ethyl acetate hexane). Conditions: temperature 0 celsius, time 20 minute. The product is C(#N)C=1N(C=CC1)NC(OC(C)(C)C)=O ((2-Cyano-pyrrol-1-yl)-carbamic acid, tert-butyl ester). As a reaction SMILES: [C:1]([O:5][C:6](=[O:13])[NH:7][N:8]1[CH:12]=[CH:11][CH:10]=[CH:9]1)([CH3:4])([CH3:3])[CH3:2].[C:14](#[N:16])C.ClS(N=C=O)(=O)=O.C1C=C2C(C(O)(O)C(=O)C2=CC=1)=O>CCOC(C)=O.C(OCC)(=O)C.CCCCCC.CN(C)C=O>[C:14]([C:9]1[N:8]([NH:7][C:6](=[O:13])[O:5][C:1]([CH3:4])([CH3:2])[CH3:3])[CH:12]=[CH:11][CH:10]=1)#[N:16] |f:5.6|. Reported procedure: A 2 L, 3-neck RB was fitted w/ stir bar, N2 inlet, rubber septum low-temp, thermometer and ice/acetone cooling bath. Pyrrol-1-yl-carbamic acid tert-butyl ester (99.0 g, 0.543 mol) was added to the reactor, dissolved w/ anhydrous acetonitrile (700 mL) and the stirred solution was cooled to 0° C. Chlorosulfonyl isocyanate (49.7 mL, 0.57 mol) was added dropwise via syringe (maintaining an internal temp, below 5° C.); after ˜20 minutes a suspension was observed. After 45 minutes N,N-dimethylformamid...